describe an organic reaction: reactants, conditions, products, and yield From a dataset of the Open Reaction Database (ORD), a public repository of structured organic reaction records. The reactants are C(C)C1(OCCCO1)C1=C(C(=NC=C1)OC)C=O (4-(2-ethyl-[1,3]dioxan-2-yl)-2-methoxy-pyridine-3-carbaldehyde), Example 4, [BH4-].[Na+] (sodium borohydride). The solvent is C(C)(C)O (isopropanol), O (water). Run at time 30 minute. The product is C(C)C1(OCCCO1)C1=C(C(=NC=C1)OC)CO ([4-(2-ethyl-[1,3]dioxan-2-yl)-2-methoxy-pyridin-3-yl]-methanol). Yield: 88.6%. As a reaction SMILES: [CH2:1]([C:3]1([C:9]2[CH:14]=[CH:13][N:12]=[C:11]([O:15][CH3:16])[C:10]=2[CH:17]=[O:18])[O:8][CH2:7][CH2:6][CH2:5][O:4]1)[CH3:2].[BH4-].[Na+]>C(O)(C)C.O>[CH2:1]([C:3]1([C:9]2[CH:14]=[CH:13][N:12]=[C:11]([O:15][CH3:16])[C:10]=2[CH2:17][OH:18])[O:8][CH2:7][CH2:6][CH2:5][O:4]1)[CH3:2] |f:1.2|. Procedure details: To stirred solution of 3.178 g of 4-(2-ethyl-[1,3]dioxan-2-yl)-2-methoxy-pyridine-3-carbaldehyde as obtained from Example 4 (12.65 mmol) in 95 mL isopropanol and 15.8 mL water were added at 0° C. 134.6 mg sodium borohydride (3.416 mmol, 0.27 eq). The reaction was monitored by HPLC, and after 30 min (<0.2% area starting material as obtained from Example 4), the reduction was quenched by addition of 11 mL acetone and stirring was continued for 30 min at room temperature. 190 mL saturated aqueous N...